Dataset: the Open Reaction Database (ORD), a public repository of structured organic reaction records. Task: describe an organic reaction: reactants, conditions, products, and yield Starting materials: C(=O)=O (CO2), stainless steel, Ca nitrate-tetrahydrate, CO (methanol), CO (methanol). Reagents/catalysts: [Cr](=O)([O-])[O-].[Cu+2] (copper chromite). The solvent is O (H2O). Yields the product C(=O)=O (CO2), C(=O)OC (methyl formate), COC (dimethyl ether). Yield: 0.1%. RXN SMILES: [C:1](=[O:3])=[O:2].[CH3:4][OH:5]>[Cr]([O-])([O-])=O.[Cu+2].O>[C:1](=[O:3])=[O:2].[CH:4]([O:2][CH3:1])=[O:5].[CH3:4][O:3][CH3:1] |f:2.3|. Reported procedure: Synthesis gas having an inlet composition of 66.6% H2, 33.3% CO and 0.1% CO2 was fed to a 300 cc. stainless steel autoclave charged with 3 gms. of activated copper chromite (containing 31.1% copper and 29% chromium) impregnated with 1% Ca-nitrate-tetrahydrate and 150 cc. methanol and then reduced in situ using a stream of pure H2 flowing at 25 cc/min. for 16 hrs. at 170° C. The catalyst was added as a powder. The reactor was pressurized to 910 psig. and the temperature was adjusted to 150° C. Sy... The product is CCC(C)n1cnc2c(Cl)nc(Cl)nc21. Reaction SMILES: [CH3:12][CH:13]([CH2:14][CH3:15])[OH:16].[Cl:1][c:2]1[n:3][c:4]([Cl:11])[c:5]2[nH:6][cH:7][n:8][c:9]2[n:10]1.[O:37]1[CH2:38][CH2:39][CH2:40][CH2:41]1.[OH2:36].[c:17]1([P:18]([c:19]2[cH:20][cH:21][cH:22][cH:23][cH:24]2)[c:25]2[cH:26][cH:27][cH:28][cH:29][cH:30]2)[cH:31][cH:32][cH:33][cH:34][cH:35]1>>[Cl:1][c:2]1[n:3][c:4]([Cl:11])[c:5]2[n:6][cH:7][n:8]([CH:13]([CH3:12])[CH2:14][CH3:15])[c:9]2[n:10]1. Reactants: CCC(C)O, Clc1nc(Cl)c2[nH]cnc2n1, C1CCOC1, O, c1ccc(P(c2ccccc2)c2ccccc2)cc1. The reactants are BrCCCCCBr (1,5-dibromopentane), ClC1=C(C(=CC(=C1)[N+](=O)[O-])Cl)O (2,6-dichloro-4-nitrophenol). Yields the product BrCCCCCOC1=C(C=C(C=C1Cl)[N+](=O)[O-])Cl (1-(5-Bromopentyloxy)-2,6-dichloro-4-nitrobenzene). Reaction SMILES: Br[CH2:2][CH2:3][CH2:4][CH2:5][CH2:6][Br:7].[Cl:8][C:9]1[CH:14]=[C:13]([N+:15]([O-:17])=[O:16])[CH:12]=[C:11]([Cl:18])[C:10]=1[OH:19]>>[Br:7][CH2:6][CH2:5][CH2:4][CH2:3][CH2:2][O:19][C:10]1[C:11]([Cl:18])=[CH:12][C:13]([N+:15]([O-:17])=[O:16])=[CH:14][C:9]=1[Cl:8]. Procedure: In a manner similar to Preparation 40 react 1,5-dibromopentane with 2,6-dichloro-4-nitrophenol to obtain the title compound. Reactants: Nc1ncc(Br)cc1[N+](=O)[O-], CCOC(C)=O, CC(C)O, [Cl-], [Fe], [NH4+], O. Yields the product Nc1cc(Br)cnc1N. As a reaction SMILES: [Br:1][c:2]1[cH:3][c:4]([N+:9]([O-:10])=[O:11])[c:5]([NH2:8])[n:6][cH:7]1.[CH3:19][CH2:20][O:21][C:22]([CH3:23])=[O:24].[CH:14]([OH:15])([CH3:16])[CH3:17].[Cl-:12].[Fe:25].[NH4+:13].[OH2:18]>>[Br:1][c:2]1[cH:3][c:4]([NH2:9])[c:5]([NH2:8])[n:6][cH:7]1.